From a dataset of the Open Reaction Database (ORD), a public repository of structured organic reaction records. describe an organic reaction: reactants, conditions, products, and yield The reactants are NC1=C(C(=O)O)C=CC(=C1)C(=O)O (2-aminoterephthalic acid), NC(=O)N (urea). Solvent: O (water). Conditions: temperature 160 celsius, time 8 hour. Product: O=C1NC2=CC(=CC=C2C(N1)=O)C(=O)O (2,4-dioxo-1,2,3,4-tetrahydroquinazoline-7-carboxylic acid). Isolated yield 91.7%. Reaction SMILES: [NH2:1][C:2]1[CH:10]=[C:9]([C:11]([OH:13])=[O:12])[CH:8]=[CH:7][C:3]=1[C:4]([OH:6])=O.[NH2:14][C:15](N)=[O:16]>O>[O:16]=[C:15]1[NH:14][C:4](=[O:6])[C:3]2[C:2](=[CH:10][C:9]([C:11]([OH:13])=[O:12])=[CH:8][CH:7]=2)[NH:1]1. Procedure details: Into a round bottom flask was added 2-aminoterephthalic acid (0.83 g, 4.6 mmol) and urea (2.75 g, 45.8 mmol). The reaction mixture was heated to 160° C. and stirred overnight. The mixture was cooled to rt, water added and the solid was filtered. The solid was then washed with acetic acid to afford 2,4-dioxo-1,2,3,4-tetrahydroquinazoline-7-carboxylic acid (0.87 g, 92%). LC-MS: (FA) ES+ 207. Reactants: IC1=CC2=C(OC3=C2C=CC=C3)C=C1 (2-iododibenzofuran), NC1=CC=CC=C1 (aniline), C(C)(=O)OCC (ethyl acetate). Run in CCCCCC (hexane). The product is C1=C(C=CC=2OC3=C(C21)C=CC=C3)NC3=CC=CC=C3 (N-(Dibenzofuran-2-yl)-phenylamine). Reaction SMILES: I[C:2]1[CH:14]=[CH:13][C:5]2[O:6][C:7]3[CH:12]=[CH:11][CH:10]=[CH:9][C:8]=3[C:4]=2[CH:3]=1.[NH2:15][C:16]1[CH:21]=[CH:20][CH:19]=[CH:18][CH:17]=1.C(OCC)(=O)C>CCCCCC>[CH:3]1[C:4]2[C:8]3[CH:9]=[CH:10][CH:11]=[CH:12][C:7]=3[O:6][C:5]=2[CH:13]=[CH:14][C:2]=1[NH:15][C:16]1[CH:21]=[CH:20][CH:19]=[CH:18][CH:17]=1. Procedure: The Rf values of the objective substance, 2-iododibenzofuran, and aniline were respectively 0.28, 0.59, and 0.07, which were found by silica gel thin layer chromatography (TLC) (with a developing solvent of ethyl acetate and hexane in a ratio of 1:10).